Dataset: the Open Reaction Database (ORD), a public repository of structured organic reaction records. Task: describe an organic reaction: reactants, conditions, products, and yield Reactants: C(Cl)(Cl)Cl (CHCl3), [N+](=O)([O-])C=1C=C2CCNC2=CC1 (5-nitroindoline), ClCl (Cl2), starting material. Run in CC(=O)O (AcOH), CC(=O)O (AcOH). Yields the product ClC=1C=C(C=C2CCNC12)[N+](=O)[O-] (7-Chloro-5-nitroindoline). RXN SMILES: [N+:1]([C:4]1[CH:5]=[C:6]2[C:10](=[CH:11][CH:12]=1)[NH:9][CH2:8][CH2:7]2)([O-:3])=[O:2].ClCl.C(Cl)(Cl)[Cl:16]>CC(O)=O>[Cl:16][C:11]1[CH:12]=[C:4]([N+:1]([O-:3])=[O:2])[CH:5]=[C:6]2[C:10]=1[NH:9][CH2:8][CH2:7]2. Procedure: To a solution of 5-nitroindoline (0.5 g, 3.1 mmol) in 15 mL of AcOH was added a solution of Cl2 in AcOH dropwise until 30% of starting material was consumed. The reaction mixture was concentrated in vacuo, yielding an oil which was subjected to column chromatography (CHCl3, neat) to provide 0.23 g (1.2 mmol) of the desired product. The reactants are CC#N, CO[Si](CCCl)(OC)OC, [N-]=[N+]=[N-], [Na+]. The product is CO[Si](CCN=[N+]=[N-])(OC)OC. As a reaction SMILES: [CH3:15][C:16]#[N:17].[Cl:1][CH2:2][CH2:3][Si:4]([O:5][CH3:6])([O:7][CH3:8])[O:9][CH3:10].[N-:12]=[N+:13]=[N-:14].[Na+:11]>>[CH2:2]([CH2:3][Si:4]([O:5][CH3:6])([O:7][CH3:8])[O:9][CH3:10])[N:12]=[N+:13]=[N-:14]. The reactants are N[C@H]1[C@@H](CCC1)O (trans-1-amino-2-hydroxycyclopentane), trans-(1S,2S)-amino-2-indanol, N[C@H]1[C@@H](CC2=CC=CC=C12)O (trans-1-amino-2-indanol), C(C1=CC=CC=C1)(=O)N (benzamide), C1[C@H]([C@H](C2=CC=CC=C21)N)O (cis-(1S, 2R)-1-amino-2-indanol), C1[C@@H]([C@@H](C2=CC=CC=C21)N)O (cis-(1R,2S)-l-amino-2-indanol), amide, amino alkanol, trans-(1R,2R)-1-amino-2-indanol, N[C@H]1[C@@H](CC2=CC=CC=C12)O (trans-1-amino-2-indanol), N[C@H]1[C@@H](CCC1)O (trans-1-amino-2-hydroxycyclopentane), N[C@H]1[C@@H](CCC1)O (trans-1-amino-2-hydroxycyclopentane). Yields the product C(C1=CC=CC=C1)(=O)N[C@H]1[C@@H](CC2=CC=CC=C12)O (trans-1-benzamido-2-indanol). RXN SMILES: N[C@@H]1CCC[C@H]1O.[NH2:8][C@@H:9]1[C:17]2[C:12](=[CH:13][CH:14]=[CH:15][CH:16]=2)[CH2:11][C@H:10]1[OH:18].C1C2C(=CC=CC=2)[C@H](N)[C@@H]1O.C1C2C(=CC=CC=2)[C@@H](N)[C@H]1O.[C:41](N)(=[O:48])[C:42]1[CH:47]=[CH:46][CH:45]=[CH:44][CH:43]=1>>[C:41]([NH:8][C@@H:9]1[C:17]2[C:12](=[CH:13][CH:14]=[CH:15][CH:16]=2)[CH2:11][C@H:10]1[OH:18])(=[O:48])[C:42]1[CH:47]=[CH:46][CH:45]=[CH:44][CH:43]=1. Procedure details: In one embodiment the trans-1-amino-2-hydroxycyclopentane may be trans-1-amino-2-indanol. If the trans-1-amino-2-hydroxycyclopentane is trans-(1S,2S)-amino-2-indanol, it is converted to cis-(1S, 2R)-1-amino-2-indanol; if the trans-1-amino-2-hydroxycyclopentane is trans-(1R,2R)-1-amino-2-indanol, it is converted to cis-(1R,2S)-l-amino-2-indanol. When the amino alkanol is partially resolved trans-1-amino-2-indanol and the amide is a benzamide, an additional step of recrystallizing the benzamide pr... Reactants: CCOCC, CC(=O)C(C)(C)C, COC=O. Product: CC(C)(C)C(=O)C=CO. Reaction SMILES: [CH3:12][CH2:13][O:14][CH2:15][CH3:16].[CH3:1][C:2]([C:3]([CH3:4])([CH3:5])[CH3:6])=[O:7].[CH:8](=[O:9])[O:10][CH3:11]>>[CH:1]([C:2]([C:3]([CH3:4])([CH3:5])[CH3:6])=[O:7])=[CH:8][OH:9]. The reactants are O=C([O-])[O-], Cc1ccccc1, O=C(Cl)Cl, O=C(Cl)N1CC(Oc2cccc(C(F)(F)F)c2)C1, [K+], [K+], N, FC(F)(F)c1cccc(OC2CN(C(c3ccccc3)c3ccccc3)C2)c1, ClC(c1ccccc1)c1ccccc1. Yields the product NC(=O)N1CC(Oc2cccc(C(F)(F)F)c2)C1. As a reaction SMILES: [C:5](=[O:6])([O-:7])[O-:8].[CH3:72][c:73]1[cH:74][cH:75][cH:76][cH:77][cH:78]1.[Cl:1][C:2](=[O:3])[Cl:4].[F:39][C:40]([c:41]1[cH:42][c:43]([O:44][CH:45]2[CH2:46][N:47]([C:49](=[O:50])[Cl:51])[CH2:48]2)[cH:52][cH:53][cH:54]1)([F:55])[F:56].[K+:10].[K+:9].[NH3:71].[c:11]1([CH:12]([c:13]2[cH:14][cH:15][cH:16][cH:17][cH:19]2)[N:18]2[CH2:20][CH:21]([O:22][c:23]3[cH:24][cH:25][cH:26][c:27]([C:28]([F:29])([F:30])[F:31])[cH:32]3)[CH2:33]2)[cH:34][cH:35][cH:36][cH:37][cH:38]1.[c:57]1([CH:58]([c:59]2[cH:60][cH:61][cH:62][cH:63][cH:64]2)[Cl:65])[cH:66][cH:67][cH:68][cH:69][cH:70]1>>[NH2:18][C:49]([N:47]1[CH2:46][CH:45]([O:44][c:43]2[cH:42][c:41]([C:40]([F:39])([F:55])[F:56])[cH:54][cH:53][cH:52]2)[CH2:48]1)=[O:50]. Reactants: C(C1=CC=C(C(=O)O)C=C1)(=O)O (terephthalic acid), C(CCCCCCCCC(=O)O)(=O)O (sebacic acid), OCC(O)CO (glycerol), C(C1=CC=C(C(=O)O)C=C1)(=O)O (terephthalic acid), OS(=O)(=O)O (H2SO4), CO (methanol), glycerol sebacate-co-terephthalate, Teflon. Reaction conditions: temperature 150 celsius, time 12 hour. Yields the product C(C1=CC=C(C(=O)OC)C=C1)(=O)OC (Dimethyl terephthalate). Reaction SMILES: C(O)(=O)C1C=CC([C:6](O)=[O:7])=CC=1.C(O)(=O)CC[CH2:16][CH2:17][CH2:18][CH2:19][CH2:20][CH2:21][C:22]([OH:24])=[O:23].OCC([CH2:31][OH:32])O.OS(O)(=O)=O.[CH3:38]O>>[C:6]([O:32][CH3:31])(=[O:7])[C:18]1[CH:17]=[CH:16][C:21]([C:22]([O:24][CH3:38])=[O:23])=[CH:20][CH:19]=1. Procedure details: Synthesis: Elastic block copolymers were synthesized by polycondensation reaction between terephthalic acid, sebacic acid, and glycerol. The molar ratio of the two acids is 40:60 terephthalic:sebacic. Dimethyl terephthalate was synthesized by refluxing terephthalic acid in methanol in the presence of 5 mole % concentrated H2SO4 overnight. After solvent removal under vacuum, the crude product was purified by extraction and vacuum distillation, and stored anhydrously. Dry dimethyl terephthalate an... The reactants are B(O)O (boronic acid), BrC=1C=C(SC1)C=O (4-bromothiophene-2-carbaldehyde), O1C(=CC=C1)B(O)O (furan-2-ylboronic acid). The product is O1C(=CC=C1)C=1C=C(SC1)C=O (4-(furan-2-yl)thiophene-2-carbaldehyde). Reaction SMILES: B(O)O.Br[C:5]1[CH:6]=[C:7]([CH:10]=[O:11])[S:8][CH:9]=1.[O:12]1[CH:16]=[CH:15][CH:14]=[C:13]1B(O)O>>[O:12]1[CH:16]=[CH:15][CH:14]=[C:13]1[C:5]1[CH:6]=[C:7]([CH:10]=[O:11])[S:8][CH:9]=1. Procedure: 4-(furan-2-yl)thiophene-2-carbaldehyde was prepared using the general boronic acid coupling procedure with 4-bromothiophene-2-carbaldehyde and furan-2-ylboronic acid (26 mg, 93 mg theoretical, 28.0%). LC-MS m/z 179 (M+1).